Dataset: the Open Reaction Database (ORD), a public repository of structured organic reaction records. Task: describe an organic reaction: reactants, conditions, products, and yield The reactants are CN1C=CC2=CC=CC(=C12)CC(=O)N (2-(1-methyl-1H-indol-7-yl)acetamide), C(#N)C=1C=C2C(=CNC2=CC1)C(C(=O)OC)=O (methyl 2-(5-cyano-1H-indol-3-yl)oxoacetate), solution, CC(C)([O-])C.[K+] (potassium tert-butoxide), C1CCOC1 (THF). Run in CN(C)C=O (DMF). Conditions: temperature 50 celsius. Product: C(#N)C=1C=C2C(=CNC2=CC1)C=1C(NC(C1C=1C=CC=C2C=CN(C12)C)=O)=O (3-(5-Cyano-1H-indol-3-yl)-4-(1-methyl-1H-indol-7-yl)pyrrole-2,5-dione). Isolated yield 10.1%. RXN SMILES: [CH3:1][N:2]1[C:10]2[C:5](=[CH:6][CH:7]=[CH:8][C:9]=2[CH2:11][C:12]([NH2:14])=[O:13])[CH:4]=[CH:3]1.[C:15]([C:17]1[CH:18]=[C:19]2[C:23](=[CH:24][CH:25]=1)[NH:22][CH:21]=[C:20]2[C:26](=O)[C:27](OC)=[O:28])#[N:16].CC(C)([O-])C.[K+].C1COCC1>CN(C=O)C>[C:15]([C:17]1[CH:18]=[C:19]2[C:23](=[CH:24][CH:25]=1)[NH:22][CH:21]=[C:20]2[C:26]1[C:27](=[O:28])[NH:14][C:12](=[O:13])[C:11]=1[C:9]1[CH:8]=[CH:7][CH:6]=[C:5]2[C:10]=1[N:2]([CH3:1])[CH:3]=[CH:4]2)#[N:16] |f:2.3|. Reported procedure: To a solution of 2-(1-methyl-1H-indol-7-yl)acetamide (296 mg, 1.57 mmol) and methyl 2-(5-cyano-1H-indol-3-yl)oxoacetate (356 mg, 1.56 mmol) in DMF (6.5 mL) was added a 1.0 M solution of potassium tert-butoxide in THF (4.8 mL, 4.8 mmol) dropwise over 20 min at 4° C. under N2. The resulting dark red solution was heated up to 50° C. for 6 h. The mixture was cooled to 4° C. and quenched with 1.0 N hydrochloric acid (10 mL) and poured into EtOAc (100 mL). The organic layer was separated, washed with ...